Task: describe an organic reaction: reactants, conditions, products, and yield. Dataset: the Open Reaction Database (ORD), a public repository of structured organic reaction records Reactants: ClCCl, OCCn1ncc2c1CCc1c-2sc2ncnc(Nc3ccc(OCc4cccc(F)c4)c(Cl)c3)c12, O, O=S(Br)Br. Yields the product Fc1cccc(COc2ccc(Nc3ncnc4sc5c(c34)CCc3c-5cnn3CCBr)cc2Cl)c1. RXN SMILES: [Cl:1][CH2:2][Cl:3].[Cl:4][c:5]1[cH:6][c:7]([NH:20][c:21]2[n:22][cH:23][n:24][c:25]3[c:26]2[c:27]2[c:28]([s:39]3)-[c:29]3[cH:30][n:31][n:32]([CH2:36][CH2:37][OH:38])[c:33]3[CH2:34][CH2:35]2)[cH:8][cH:9][c:10]1[O:11][CH2:12][c:13]1[cH:14][c:15]([F:19])[cH:16][cH:17][cH:18]1.[OH2:44].[S:40]([Br:41])([Br:42])=[O:43]>>[Cl:4][c:5]1[cH:6][c:7]([NH:20][c:21]2[n:22][cH:23][n:24][c:25]3[c:26]2[c:27]2[c:28]([s:39]3)-[c:29]3[cH:30][n:31][n:32]([CH2:36][CH2:37][Br:42])[c:33]3[CH2:34][CH2:35]2)[cH:8][cH:9][c:10]1[O:11][CH2:12][c:13]1[cH:14][c:15]([F:19])[cH:16][cH:17][cH:18]1. Starting materials: C(C1=CC=CC=C1)N1N=NC2=C1N=C(N=C2Cl)C(C)(C)C (3-benzyl-5-tert-butyl-7-chloro-3H-[1,2,3]triazolo[4,5-d]pyrimidine), N1C[C@H](CC1)O ((S)-Pyrrolidin-3-ol), C(C)#N (Acetonitrile), C(C)N(C(C)C)C(C)C (N-Ethyldiisopropylamine). Solvent: C1(=CC=CC=C1)C (Toluene). Conditions: time 2 hour. The product is C(C1=CC=CC=C1)N1N=NC2=C1N=C(N=C2N2C[C@H](CC2)O)C(C)(C)C ((3S)-1-(3-benzyl-5-tert-butyl-triazolo[4,5-d]pyrimidin-7-yl)pyrrolidin-3-ol). Isolated yield 96.8%. As a reaction SMILES: [CH2:1]([N:8]1[C:12]2[N:13]=[C:14]([C:18]([CH3:21])([CH3:20])[CH3:19])[N:15]=[C:16](Cl)[C:11]=2[N:10]=[N:9]1)[C:2]1[CH:7]=[CH:6][CH:5]=[CH:4][CH:3]=1.C(#N)C.C(N(C(C)C)C(C)C)C.[NH:34]1[CH2:38][CH2:37][C@H:36]([OH:39])[CH2:35]1>C1(C)C=CC=CC=1>[CH2:1]([N:8]1[C:12]2[N:13]=[C:14]([C:18]([CH3:21])([CH3:20])[CH3:19])[N:15]=[C:16]([N:34]3[CH2:38][CH2:37][C@H:36]([OH:39])[CH2:35]3)[C:11]=2[N:10]=[N:9]1)[C:2]1[CH:7]=[CH:6][CH:5]=[CH:4][CH:3]=1. Procedure: 3-benzyl-5-tert-butyl-7-chloro-3H-[1,2,3]triazolo[4,5-d]pyrimidine (192.2 g, 548 mmol, Eq: 1.00) was charged in the reactor followed by Acetonitrile (780 g, 1.0 l) and N-Ethyldiisopropylamine (108 g, 143 ml, 822 mmol, Eq: 1.5). (S)-Pyrrolidin-3-ol (54.1 g, 51.6 ml, 603 mmol, Eq: 1.1) was added dropwise over 30 min at Tr=20 to <30° C. After 2 h at 25° C., the reaction mixture was transferred with Toluene (865 g, 1.0 l) into a 3 l round bottom flask and it was concentrated on a rotary evaporator, ... Starting materials: CC(=O)[O-], CCO, O=C1CCCc2sc(CN3CCN(S(=O)(=O)c4cc5ccc(Cl)cc5s4)CC3=O)nc21, ClCCl, Cl, NO, [Na+]. The product is O=C1CN(S(=O)(=O)c2cc3ccc(Cl)cc3s2)CCN1Cc1nc2c(s1)CCCC2=NO. Reaction SMILES: [CH3:36][C:37](=[O:38])[O-:39].[CH3:40][CH2:41][OH:42].[Cl:1][c:2]1[cH:3][cH:4][c:5]2[c:6]([s:7][c:8]([S:10](=[O:11])(=[O:12])[N:13]3[CH2:14][C:15](=[O:30])[N:16]([CH2:19][c:20]4[s:21][c:22]5[c:23]([n:24]4)[C:25](=[O:29])[CH2:26][CH2:27][CH2:28]5)[CH2:17][CH2:18]3)[cH:9]2)[cH:31]1.[Cl:43][CH2:44][Cl:45].[ClH:32].[NH2:33][OH:34].[Na+:35]>>[Cl:1][c:2]1[cH:3][cH:4][c:5]2[c:6]([s:7][c:8]([S:10](=[O:11])(=[O:12])[N:13]3[CH2:14][C:15](=[O:30])[N:16]([CH2:19][c:20]4[s:21][c:22]5[c:23]([n:24]4)[C:25](=[N:33][OH:34])[CH2:26][CH2:27][CH2:28]5)[CH2:17][CH2:18]3)[cH:9]2)[cH:31]1. Starting materials: ClCCl, Cc1cc2c(o1)CCCc1c(O)nc(N)nc1-2, Cc1ccc(S(=O)(=O)Cl)cc1. Yields the product Cc1ccc(S(=O)(=O)Oc2nc(N)nc3c2CCCc2oc(C)cc2-3)cc1. Reaction SMILES: [Cl:29][CH2:30][Cl:31].[NH2:1][c:2]1[n:3][c:4]([OH:17])[c:5]2[c:6]([n:7]1)-[c:8]1[c:9]([o:13][c:14]([CH3:16])[cH:15]1)[CH2:10][CH2:11][CH2:12]2.[c:18]1([CH3:28])[cH:19][cH:20][c:21]([S:24](=[O:25])(=[O:26])[Cl:27])[cH:22][cH:23]1>>[NH2:1][c:2]1[n:3][c:4]([O:17][S:24]([c:21]2[cH:20][cH:19][c:18]([CH3:28])[cH:23][cH:22]2)(=[O:25])=[O:26])[c:5]2[c:6]([n:7]1)-[c:8]1[c:9]([o:13][c:14]([CH3:16])[cH:15]1)[CH2:10][CH2:11][CH2:12]2. Starting materials: C1=C(C=CC2=CC=CC=C12)C(=O)O (2-napthoic acid), NC(=O)N (urea). Run in S(=O)(Cl)Cl (thionyl chloride). Yields the product C1=C(C=CC2=CC=CC=C12)C(=O)NC(=O)N (2-Naphthoylurea). Isolated yield 69.5%. As a reaction SMILES: [CH:1]1[C:10]2[C:5](=[CH:6][CH:7]=[CH:8][CH:9]=2)[CH:4]=[CH:3][C:2]=1[C:11]([OH:13])=O.[NH2:14][C:15]([NH2:17])=[O:16]>S(Cl)(Cl)=O>[CH:1]1[C:10]2[C:5](=[CH:6][CH:7]=[CH:8][CH:9]=2)[CH:4]=[CH:3][C:2]=1[C:11]([NH:14][C:15]([NH2:17])=[O:16])=[O:13]. Reported procedure: The above compound was prepared, following the procedure of Example 14a from 2-napthoic acid (8.2 g, 47.7 mmol), thionyl chloride (40 ml) and urea (10 g, 167 mmol) to give the title compound (7.1 g), mp 207°-208° C. Reactants: C (Darco), ClC1=C(C=NC2=CC=C(C=C12)[N+](=O)[O-])C#N (4-chloro-6-nitroquinoline-3-carbonitrile), FC=1C=C(N)C=CC1 (3-fluoroaniline), crude product. Solvent: CCOC(=O)C (EtOAc). The product is FC=1C=C(C=CC1)NC1=C(C=NC2=CC=C(C=C12)[N+](=O)[O-])C#N (4-(3-fluorophenylamino)-6-nitroquinoline-3-carbonitrile). Yield: 87.5%. Reaction SMILES: Cl[C:2]1[C:11]2[C:6](=[CH:7][CH:8]=[C:9]([N+:12]([O-:14])=[O:13])[CH:10]=2)[N:5]=[CH:4][C:3]=1[C:15]#[N:16].[F:17][C:18]1[CH:19]=[C:20]([CH:22]=[CH:23][CH:24]=1)[NH2:21].C>CCOC(C)=O>[F:17][C:18]1[CH:19]=[C:20]([NH:21][C:2]2[C:11]3[C:6](=[CH:7][CH:8]=[C:9]([N+:12]([O-:14])=[O:13])[CH:10]=3)[N:5]=[CH:4][C:3]=2[C:15]#[N:16])[CH:22]=[CH:23][CH:24]=1. Reported procedure: Prepared from 5.00 g of 4-chloro-6-nitroquinoline-3-carbonitrile and 2.86 g of 3-fluoroaniline in the same manner as Example 377. The crude product was dissolved in a large volume of EtOAc, treated with Darco and filtered through Celite. Solvent removal and drying in vacuo (50° C.) gave 5.77 g of 4-(3-fluorophenylamino)-6-nitroquinoline-3-carbonitrile as a yellow-orange solid: mass spectrum (electrospray, m/e): M+H 309.2. Reactants: O=C1C=NC2=CC=C(C=C2N1)C#N (3-oxo-3,4-dihydro-quinoxaline-6-carbonitrile), P(=O)(Cl)(Cl)Cl (phosphorus oxychloride). Yields the product ClC=1C=NC2=CC=C(C=C2N1)C#N (3-chloro-quinoxaline-6-carbonitrile). The yield is 79.4%. As a reaction SMILES: O=[C:2]1[NH:11][C:10]2[C:5](=[CH:6][CH:7]=[C:8]([C:12]#[N:13])[CH:9]=2)[N:4]=[CH:3]1.P(Cl)(Cl)([Cl:16])=O>>[Cl:16][C:2]1[CH:3]=[N:4][C:5]2[C:10]([N:11]=1)=[CH:9][C:8]([C:12]#[N:13])=[CH:7][CH:6]=2. Reported procedure: A solution of 3-oxo-3,4-dihydro-quinoxaline-6-carbonitrile (5.99 g, 35 mmol, 1.0 eq) in phosphorus oxychloride (26 mL, 280 mmol, 8.0 eq) is heated under reflux for 1 hour. Then the reaction mixture is cooled down to room temperature and the solvent is evaporated. The residue is poured into ice water, the resulting mixture is neutralized with sodium carbonate and extracted with ethyl acetate (3×50 mL). The combined organic layers are dried over sodium sulfate, filtered and concentrated to give a ... The reactants are ClCCCCC1(C(NC2=CC=CC=C12)=O)CC (3-(4-chlorobutyl)-3-ethyl-1,3-dihydro-2H-indol-2-one), ClC1=C(C=CC(=C1)F)N1CCNCC1 (1-(2-chloro-4-fluorophenyl)-piperazine). Yields the product ClC1=C(C=CC(=C1)F)N1CCN(CC1)CCCCC1(C(NC2=CC=CC=C12)=O)CC (3-{4-[4-(2-chloro-4-fluorophenyl)-piperazin-1-yl]-butyl}-3-ethyl-1,3-dihydro-2H-indol-2-one). RXN SMILES: Cl[CH2:2][CH2:3][CH2:4][CH2:5][C:6]1([CH2:16][CH3:17])[C:14]2[C:9](=[CH:10][CH:11]=[CH:12][CH:13]=2)[NH:8][C:7]1=[O:15].[Cl:18][C:19]1[CH:24]=[C:23]([F:25])[CH:22]=[CH:21][C:20]=1[N:26]1[CH2:31][CH2:30][NH:29][CH2:28][CH2:27]1>>[Cl:18][C:19]1[CH:24]=[C:23]([F:25])[CH:22]=[CH:21][C:20]=1[N:26]1[CH2:27][CH2:28][N:29]([CH2:2][CH2:3][CH2:4][CH2:5][C:6]2([CH2:16][CH3:17])[C:14]3[C:9](=[CH:10][CH:11]=[CH:12][CH:13]=3)[NH:8][C:7]2=[O:15])[CH2:30][CH2:31]1. Procedure: The title compound is prepared according to process H by applying processing method 1 from 3-(4-chlorobutyl)-3-ethyl-1,3-dihydro-2H-indol-2-one and 1-(2-chloro-4-fluorophenyl)-piperazine. Reactants: CN(Cc1ccccc1S)C(=O)OC(C)(C)C, CC(C)(C)OC(=O)n1ccc2cc(Br)ccc21, CC(C)(C)[O-], Cc1ccccc1, O=C(C=Cc1ccccc1)C=Cc1ccccc1, O=C(C=Cc1ccccc1)C=Cc1ccccc1, O=C(C=Cc1ccccc1)C=Cc1ccccc1, [K+], [Pd], [Pd], c1ccc(P(c2ccccc2)c2ccccc2Oc2ccccc2P(c2ccccc2)c2ccccc2)cc1. Product: CN(Cc1ccccc1Sc1ccc2c(ccn2C(=O)OC(C)(C)C)c1)C(=O)OC(C)(C)C. RXN SMILES: [C:1]([CH3:2])([CH3:3])([CH3:4])[O:5][C:6]([N:7]([CH3:8])[CH2:9][c:10]1[c:11]([SH:16])[cH:12][cH:13][cH:14][cH:15]1)=[O:17].[C:57]([CH3:58])([CH3:59])([CH3:60])[O:61][C:62](=[O:63])[n:64]1[cH:65][cH:66][c:67]2[cH:68][c:69]([Br:73])[cH:70][cH:71][c:72]12.[CH3:74][C:75]([CH3:76])([O-:77])[CH3:78].[CH3:80][c:81]1[cH:82][cH:83][cH:84][cH:85][cH:86]1.[CH:107](=[CH:108][C:109]([CH:110]=[CH:111][c:112]1[cH:113][cH:114][cH:115][cH:116][cH:117]1)=[O:118])[c:119]1[cH:120][cH:121][cH:122][cH:123][cH:124]1.[CH:125](=[CH:126][C:127]([CH:128]=[CH:129][c:130]1[cH:131][cH:132][cH:133][cH:134][cH:135]1)=[O:136])[c:137]1[cH:138][cH:139][cH:140][cH:141][cH:142]1.[CH:89](=[CH:90][C:91]([CH:92]=[CH:93][c:94]1[cH:95][cH:96][cH:97][cH:98][cH:99]1)=[O:100])[c:101]1[cH:102][cH:103][cH:104][cH:105][cH:106]1.[K+:79].[Pd:87].[Pd:88].[c:18]1([P:19]([c:20]2[cH:21][cH:22][cH:23][cH:24][cH:25]2)[c:26]2[cH:27][cH:28][cH:29][cH:30][c:31]2[O:32][c:33]2[cH:34][cH:35][cH:36][cH:37][c:38]2[P:39]([c:40]2[cH:41][cH:42][cH:43][cH:44][cH:45]2)[c:46]2[cH:47][cH:48][cH:49][cH:50][cH:51]2)[cH:52][cH:53][cH:54][cH:55][cH:56]1>>[C:1]([CH3:2])([CH3:3])([CH3:4])[O:5][C:6]([N:7]([CH3:8])[CH2:9][c:10]1[c:11]([S:16][c:69]2[cH:68][c:67]3[cH:66][cH:65][n:64]([C:62]([O:61][C:57]([CH3:58])([CH3:59])[CH3:60])=[O:63])[c:72]3[cH:71][cH:70]2)[cH:12][cH:13][cH:14][cH:15]1)=[O:17]. Starting materials: C(C\C=C/CCCC)(=O)O ((Z)-3-octenoic acid), C(CC)OCCCCCC1=CC=C(C=C1)C1=NC=C(C=C1)O (2-[4-(5-[propyloxy]-1-pentyl)phenyl]-5-hydroxypyridine), C1(CCCCC1)N=C=NC1CCCCC1 (N,N'-dicyclohexyl-carbodiimide), (dimethylaminio)pyridine. The solvent is ClCCl (dichloromethane). The product is C(CC)OCCCCCC1=CC=C(C=C1)C1=NC=C(C=C1)OC(C\C=C/CCCC)=O (2-[4-(5-[propyloxy]-1-pentyl)phenyl]-5-([(Z)-3-octenoyl]oxy)pyridine). Reaction SMILES: [C:1]([OH:10])(=[O:9])[CH2:2]/[CH:3]=[CH:4]\[CH2:5][CH2:6][CH2:7][CH3:8].[CH2:11]([O:14][CH2:15][CH2:16][CH2:17][CH2:18][CH2:19][C:20]1[CH:25]=[CH:24][C:23]([C:26]2[CH:31]=[CH:30][C:29](O)=[CH:28][N:27]=2)=[CH:22][CH:21]=1)[CH2:12][CH3:13].C1(N=C=NC2CCCCC2)CCCCC1>ClCCl>[CH2:11]([O:14][CH2:15][CH2:16][CH2:17][CH2:18][CH2:19][C:20]1[CH:21]=[CH:22][C:23]([C:26]2[CH:31]=[CH:30][C:29]([O:9][C:1](=[O:10])[CH2:2]/[CH:3]=[CH:4]\[CH2:5][CH2:6][CH2:7][CH3:8])=[CH:28][N:27]=2)=[CH:24][CH:25]=1)[CH2:12][CH3:13]. Procedure details: 0.5 g of (Z)-3-octenoic acid, 1.0 g of 2-[4-(5-[propyloxy]-1-pentyl)phenyl]-5-hydroxypyridine, 07 g of N,N'-dicyclohexyl-carbodiimide, 0.04 g of (dimethylaminio)pyridine and 50 ml of dichloromethane were reacted in an analogous manner to Example 1 to give 2-[4-(5-[propyloxy]-1-pentyl)phenyl]-5-([(Z)-3-octenoyl]oxy)pyridine.